The task is: describe an organic reaction: reactants, conditions, products, and yield. This data is from the Open Reaction Database (ORD), a public repository of structured organic reaction records. Starting materials: C(C)(C)N(C(C)C)CC (N,N-diisopropylethylamine), COCCl (chloromethyl methyl ether), OC1=C(C=O)C(=CC=C1)OC (2-Hydroxy-6-methoxybenzaldehyde). Reagents/catalysts: CN(C1=CC=NC=C1)C (4-dimethylaminopyridine). Run in ClCCl (dichloromethane), C(C)(=O)OCC (ethyl acetate), Cl (HCl). Run at time 8 hour. Yields the product COC1=CC=CC(=C1C=O)OCOC (6-methoxy-2-(methoxymethoxy)benzaldehyde). Isolated yield 87.3%. RXN SMILES: [OH:1][C:2]1[CH:9]=[CH:8][CH:7]=[C:6]([O:10][CH3:11])[C:3]=1[CH:4]=[O:5].C(N(CC)C(C)C)(C)C.[CH3:21][O:22][CH2:23]Cl>ClCCl.CN(C)C1C=CN=CC=1.C(OCC)(=O)C.Cl>[CH3:11][O:10][C:6]1[C:3]([CH:4]=[O:5])=[C:2]([O:1][CH2:21][O:22][CH3:23])[CH:9]=[CH:8][CH:7]=1. Procedure details: 2-Hydroxy-6-methoxybenzaldehyde (200 mg, 1.31 mmol) was placed in a 20 mL reaction vessel, and dissolved in 3.9 mL of dry dichloromethane. To the solution were added N,N-diisopropylethylamine (0.70 mL, 4.0 mmol), 4-dimethylaminopyridine (20 mg, 0.16 mmol), and chloromethyl methyl ether (250 μL, 3.28 mmol). After being stirred at room temperature overnight, the reaction mixture was diluted with 70 mL of ethyl acetate and 15 mL of 1N HCl, and extracted. The extract was washed with 1N HCl, saturate... Starting materials: C([O-])([O-])=O.[K+].[K+] (potassium carbonate), IC (iodomethane), C(C)(=O)C1=NNC(=C1)C(=O)OCC (Ethyl 3-acetyl-1H-pyrazole-5-carboxylate). Run in C(C)(=O)OCC (ethyl acetate), CN(C=O)C (N,N-dimethylformamide). Reaction conditions: time 50 minute. Yields the product C(C)(=O)C=1C=C(N(N1)C)C(=O)OCC (Ethyl 5-acetyl-2-methylpyrazole-3-carboxylate). The yield is 65.1%. Reaction SMILES: [C:1]([C:4]1[CH:8]=[C:7]([C:9]([O:11][CH2:12][CH3:13])=[O:10])[NH:6][N:5]=1)(=[O:3])[CH3:2].[C:14](=O)([O-])[O-].[K+].[K+].IC>CN(C)C=O.C(OCC)(=O)C>[C:1]([C:4]1[CH:8]=[C:7]([C:9]([O:11][CH2:12][CH3:13])=[O:10])[N:6]([CH3:14])[N:5]=1)(=[O:3])[CH3:2] |f:1.2.3|. Reported procedure: Ethyl 3-acetyl-1H-pyrazole-5-carboxylate (Chem. Commun., 2004, 394-395) (4.82 g) was dissolved in N,N-dimethylformamide (80 ml). To the solution, potassium carbonate (4.39 g) and iodomethane (1.98 ml) were added under ice cooling, and the mixture was stirred at room temperature for 3 hours and 50 minutes. The reaction solution was diluted with ethyl acetate. The organic layer was washed with saturated saline, water, and saturated saline in this order and then dried over anhydrous sodium sulfate.... The reactants are C1(CC1)C1=C(C(=NN1C1=CC=C(C=C1)OC(F)(F)F)C)C(=O)O (5-cyclopropyl-3-methyl-1-(4-trifluoromethoxy-phenyl)-1H-pyrazole-4-carboxylic acid), Cl.Cl.N1CCC(CC1)N1[C@@H](CCC1)CO (((S)-1-piperidin-4-yl-pyrrolidin-2-yl)-methanoldihydrochloride). Product: C1(CC1)C1=C(C(=NN1C1=CC=C(C=C1)OC(F)(F)F)C)C(=O)N1CCC(CC1)N1[C@@H](CCC1)CO ([5-Cyclopropyl-3-methyl-1-(4-trifluoromethoxy-phenyl)-1H-pyrazol-4-yl]-[4-((S)-2-hydroxymethyl-pyrrolidin-1-yl)-piperidin-1-yl]-methanone). As a reaction SMILES: [CH:1]1([C:4]2[N:8]([C:9]3[CH:14]=[CH:13][C:12]([O:15][C:16]([F:19])([F:18])[F:17])=[CH:11][CH:10]=3)[N:7]=[C:6]([CH3:20])[C:5]=2[C:21](O)=[O:22])[CH2:3][CH2:2]1.Cl.Cl.[NH:26]1[CH2:31][CH2:30][CH:29]([N:32]2[CH2:36][CH2:35][CH2:34][C@H:33]2[CH2:37][OH:38])[CH2:28][CH2:27]1>>[CH:1]1([C:4]2[N:8]([C:9]3[CH:10]=[CH:11][C:12]([O:15][C:16]([F:18])([F:19])[F:17])=[CH:13][CH:14]=3)[N:7]=[C:6]([CH3:20])[C:5]=2[C:21]([N:26]2[CH2:27][CH2:28][CH:29]([N:32]3[CH2:36][CH2:35][CH2:34][C@H:33]3[CH2:37][OH:38])[CH2:30][CH2:31]2)=[O:22])[CH2:2][CH2:3]1 |f:1.2.3|. Procedure details: The title compound was prepared from 5-cyclopropyl-3-methyl-1-(4-trifluoromethoxy-phenyl)-1H-pyrazole-4-carboxylic acid and ((S)-1-piperidin-4-yl-pyrrolidin-2-yl)-methanoldihydrochloride (Example 161A]) in direct analogy to the general procedure used in example 150. MS: 493.2 (MH+). The reactants are CN(C)C=O, CN(C(=O)OC(C)(C)C)c1cc(Cl)ccc1[N+](=O)[O-], COCOc1c(C)cc(O)c(Cl)c1C, [H-], [Na+]. The product is COCOc1c(C)cc(Oc2ccc([N+](=O)[O-])c(N(C)C(=O)OC(C)(C)C)c2)c(Cl)c1C. Reaction SMILES: [CH3:36][N:37]([CH3:38])[CH:39]=[O:40].[Cl:15][c:16]1[cH:17][cH:18][c:19]([N+:31](=[O:32])[O-:33])[c:20]([N:22]([C:23]([O:24][C:25]([CH3:26])([CH3:27])[CH3:28])=[O:29])[CH3:30])[cH:21]1.[Cl:1][c:2]1[c:3]([OH:14])[cH:4][c:5]([CH3:13])[c:6]([O:9][CH2:10][O:11][CH3:12])[c:7]1[CH3:8].[H-:34].[Na+:35]>>[Cl:1][c:2]1[c:3]([O:14][c:16]2[cH:17][cH:18][c:19]([N+:31](=[O:32])[O-:33])[c:20]([N:22]([C:23]([O:24][C:25]([CH3:26])([CH3:27])[CH3:28])=[O:29])[CH3:30])[cH:21]2)[cH:4][c:5]([CH3:13])[c:6]([O:9][CH2:10][O:11][CH3:12])[c:7]1[CH3:8].